This data is from the Open Reaction Database (ORD), a public repository of structured organic reaction records. The task is: describe an organic reaction: reactants, conditions, products, and yield Starting materials: ClC=1C=C2C=CC(=CC2=CC1)S(=O)(=O)N[C@@H]1C(N(CC1)[C@H](C(=O)N1CC(CCC1)NC(OC(C)(C)C)=O)C)=O (tert-Butyl 1-[(2S)-2-((3S)-3-{[(6-chloro-2-naphthyl)sulfonyl]amino}-2-oxopyrrolidin-1-yl)propanoyl]piperidin-3-ylcarbamate), FC(C(=O)O)(F)F (trifluoroacetic acid). Solvent: C(Cl)Cl (DCM). Reaction conditions: time 2 hour. Product: NC1CN(CCC1)C([C@H](C)N1C([C@H](CC1)NS(=O)(=O)C1=CC2=CC=C(C=C2C=C1)Cl)=O)=O (N-{(3S)-1-[(1S)-2-(3-Aminopiperidin-1-yl)-1-methyl-2-oxoethyl]-2-oxopyrrolidin-3-yl}-6-chloronaphthalene-2-sulfonamide). Isolated yield 76.6%. As a reaction SMILES: [Cl:1][C:2]1[CH:3]=[C:4]2[C:9](=[CH:10][CH:11]=1)[CH:8]=[C:7]([S:12]([NH:15][C@H:16]1[CH2:20][CH2:19][N:18]([C@@H:21]([CH3:38])[C:22]([N:24]3[CH2:29][CH2:28][CH2:27][CH:26]([NH:30]C(=O)OC(C)(C)C)[CH2:25]3)=[O:23])[C:17]1=[O:39])(=[O:14])=[O:13])[CH:6]=[CH:5]2.FC(F)(F)C(O)=O>C(Cl)Cl>[NH2:30][CH:26]1[CH2:27][CH2:28][CH2:29][N:24]([C:22](=[O:23])[C@@H:21]([N:18]2[CH2:19][CH2:20][C@H:16]([NH:15][S:12]([C:7]3[CH:6]=[CH:5][C:4]4[C:9](=[CH:10][CH:11]=[C:2]([Cl:1])[CH:3]=4)[CH:8]=3)(=[O:14])=[O:13])[C:17]2=[O:39])[CH3:38])[CH2:25]1. Reported procedure: tert-Butyl 1-[(2S)-2-((3S)-3-{[(6-chloro-2-naphthyl)sulfonyl]amino}-2-oxopyrrolidin-1-yl)propanoyl]piperidin-3-ylcarbamate (0.6 g) was dissolved in DCM (11 ml) and trifluoroacetic acid (11 ml) was added. The mixture was stirred at room temperature for 2 h and then concentrated under reduced pressure. The residue was dissolved in water (5 ml) and ammonia solution (0.88%; 1 ml) added. The resultant aqueous mixture was extracted with DCM. The combined organic extracts were dried (over magnesium sul...